Dataset: the Open Reaction Database (ORD), a public repository of structured organic reaction records. Task: describe an organic reaction: reactants, conditions, products, and yield The reactants are O (water), ClCC1=CC2=C(C(=NO2)O)C=C1 (6-(chloromethyl)-1,2-benzisoxazol-3-ol), C1(=CC=CC=C1)C(C1=CC=CC=C1)(C1=CC=CC=C1)Cl (triphenylmethyl chloride), N1=CC=CC=C1 (pyridine). Run in C(Cl)Cl (methylene chloride), C(Cl)Cl (methylene chloride). Run at time 5 hour. Product: ClCC1=CC2=C(C(N(O2)C(C2=CC=CC=C2)(C2=CC=CC=C2)C2=CC=CC=C2)=O)C=C1 (6-(chloromethyl)-2-triphenylmethyl-1,2-benzisoxazol-3(2H)-one). The yield is 97.4%. RXN SMILES: [Cl:1][CH2:2][C:3]1[CH:12]=[CH:11][C:6]2[C:7]([OH:10])=[N:8][O:9][C:5]=2[CH:4]=1.[C:13]1([C:19](Cl)([C:26]2[CH:31]=[CH:30][CH:29]=[CH:28][CH:27]=2)[C:20]2[CH:25]=[CH:24][CH:23]=[CH:22][CH:21]=2)[CH:18]=[CH:17][CH:16]=[CH:15][CH:14]=1.N1C=CC=CC=1.O>C(Cl)Cl>[Cl:1][CH2:2][C:3]1[CH:12]=[CH:11][C:6]2[C:7](=[O:10])[N:8]([C:19]([C:13]3[CH:18]=[CH:17][CH:16]=[CH:15][CH:14]=3)([C:26]3[CH:27]=[CH:28][CH:29]=[CH:30][CH:31]=3)[C:20]3[CH:21]=[CH:22][CH:23]=[CH:24][CH:25]=3)[O:9][C:5]=2[CH:4]=1. Reported procedure: In 50 mL of methylene chloride, 5.00 g of 6-(chloromethyl)-1,2-benzisoxazol-3-ol, 7.59 g of triphenylmethyl chloride and 2.20 mL of pyridine were suspended and stirred for 5 hours at room temperature. To the reaction mixture, 15 mL of water and 15 mL of methylene chloride were added, and the result was stirred for 5 minutes under reflux and heating. After cooling the reaction mixture, 2.50 g of silica gel was added. After insoluble matter was filtered off, the cake was washed with 10 mL of methy...